Dataset: the Open Reaction Database (ORD), a public repository of structured organic reaction records. Task: describe an organic reaction: reactants, conditions, products, and yield Reactants: O (water), C(C)(C)(C)OC(=O)N1CCNCC1 (piperazin-1-carboxylic acid tert-butyl ester), BrC1=CC=C(C=C1)C1=CC=C(C=C1)OCCCCCOC (4-bromo-4′-(5-methoxypentyloxy)biphenyl), CC(C)([O-])C.[Na+] (sodium tert-butoxide). Reagents/catalysts: [Pd].[Pd].C(Cl)(Cl)Cl.C(C1=CC=CC=C1)=CC(=O)C=CC1=CC=CC=C1.C(C1=CC=CC=C1)=CC(=O)C=CC1=CC=CC=C1.C(C1=CC=CC=C1)=CC(=O)C=CC1=CC=CC=C1 (tris(dibenzylideneacetone) (chloroform) dipalladium(0)), C1=CC=C(C=C1)P(C2=CC=CC=C2)C3=C(C4=CC=CC=C4C=C3)C5=C(C=CC6=CC=CC=C65)P(C7=CC=CC=C7)C8=CC=CC=C8 ((S)-(−)-2,2′-bis(diphenylphosphino)-1,1′-binaphthyl). The solvent is C(C)(=O)OCC (ethyl acetate), C1(=CC=CC=C1)C (toluene). Run at temperature 90 celsius, time 54 hour. The product is C(C)(C)(C)OC(=O)N1CCN(CC1)C1=CC=C(C=C1)C1=CC=C(C=C1)OCCCCCOC (4-[4′-(5-methoxypentyloxy)biphenyl-4-yl]piperazin-1-carboxylic acid tert-butyl ester). The yield is 91.4%. Reaction SMILES: [C:1]([O:5][C:6]([N:8]1[CH2:13][CH2:12][NH:11][CH2:10][CH2:9]1)=[O:7])([CH3:4])([CH3:3])[CH3:2].Br[C:15]1[CH:20]=[CH:19][C:18]([C:21]2[CH:26]=[CH:25][C:24]([O:27][CH2:28][CH2:29][CH2:30][CH2:31][CH2:32][O:33][CH3:34])=[CH:23][CH:22]=2)=[CH:17][CH:16]=1.CC(C)([O-])C.[Na+].O>C1(C)C=CC=CC=1.[Pd].[Pd].C(Cl)(Cl)Cl.C(=CC(C=CC1C=CC=CC=1)=O)C1C=CC=CC=1.C(=CC(C=CC1C=CC=CC=1)=O)C1C=CC=CC=1.C(=CC(C=CC1C=CC=CC=1)=O)C1C=CC=CC=1.C1C=CC(P(C2C=CC3C(=CC=CC=3)C=2C2C3C(=CC=CC=3)C=CC=2P(C2C=CC=CC=2)C2C=CC=CC=2)C2C=CC=CC=2)=CC=1.C(OCC)(=O)C>[C:1]([O:5][C:6]([N:8]1[CH2:13][CH2:12][N:11]([C:15]2[CH:16]=[CH:17][C:18]([C:21]3[CH:26]=[CH:25][C:24]([O:27][CH2:28][CH2:29][CH2:30][CH2:31][CH2:32][O:33][CH3:34])=[CH:23][CH:22]=3)=[CH:19][CH:20]=2)[CH2:10][CH2:9]1)=[O:7])([CH3:4])([CH3:2])[CH3:3] |f:2.3,6.7.8.9.10.11|. Procedure details: A mixture of piperazin-1-carboxylic acid tert-butyl ester (0.64 g), 4-bromo-4′-(5-methoxypentyloxy)biphenyl (1 g), tris(dibenzylideneacetone) (chloroform) dipalladium(0) (59 mg), (S)-(−)-2,2′-bis(diphenylphosphino)-1,1′-binaphthyl (0.12 g) and sodium tert-butoxide (0.55 g) in toluene (10 ml) was stirred for 54 hours at 90° C. The reaction mixture was added to a mixture of water and ethyl acetate. The organic layer was taken and dried over magnesium sulfate. The magnesium sulfate was filtered off...